From a dataset of the Open Reaction Database (ORD), a public repository of structured organic reaction records. describe an organic reaction: reactants, conditions, products, and yield Starting materials: ClC(Cl)(Cl)Cl, CC(=CCO)CCCC(C)CCCC(C)CCCC(C)C, CCCCC, c1ccc(P(c2ccccc2)c2ccccc2)cc1. The product is CC(=CCO)CCCC(C)CCCC(C)CCCC(C)C, [Cl-]. As a reaction SMILES: [C:46]([Cl:47])([Cl:48])([Cl:49])[Cl:50].[CH3:1][CH:2]([CH3:3])[CH2:4][CH2:5][CH2:6][CH:7]([CH3:8])[CH2:9][CH2:10][CH2:11][CH:12]([CH3:13])[CH2:14][CH2:15][CH2:16][C:17]([CH3:18])=[CH:19][CH2:20][OH:21].[CH3:41][CH2:42][CH2:43][CH2:44][CH3:45].[c:22]1([P:23]([c:24]2[cH:25][cH:26][cH:27][cH:28][cH:29]2)[c:30]2[cH:31][cH:32][cH:33][cH:34][cH:35]2)[cH:36][cH:37][cH:38][cH:39][cH:40]1>>[CH3:1][CH:2]([CH3:3])[CH2:4][CH2:5][CH2:6][CH:7]([CH3:8])[CH2:9][CH2:10][CH2:11][CH:12]([CH3:13])[CH2:14][CH2:15][CH2:16][C:17]([CH3:18])=[CH:19][CH2:20][OH:21].[Cl-:47]. Starting materials: CC(=O)O, CCOC(C)=O, CC1(c2cccc(Oc3ncccc3C(=O)NCC3CCC(C(C)(C)O)CC3)c2)OCCO1. Product: CC(=O)c1cccc(Oc2ncccc2C(=O)NCC2CCC(C(C)(C)O)CC2)c1. RXN SMILES: [CH3:34][C:35](=[O:36])[OH:37].[CH3:38][CH2:39][O:40][C:41](=[O:42])[CH3:43].[OH:1][C:2]([CH3:3])([CH3:4])[CH:5]1[CH2:6][CH2:7][CH:8]([CH2:11][NH:12][C:13]([c:14]2[c:15]([O:20][c:21]3[cH:22][c:23]([C:27]4([CH3:32])[O:28][CH2:31][CH2:30][O:29]4)[cH:24][cH:25][cH:26]3)[n:16][cH:17][cH:18][cH:19]2)=[O:33])[CH2:9][CH2:10]1>>[OH:1][C:2]([CH3:3])([CH3:4])[CH:5]1[CH2:6][CH2:7][CH:8]([CH2:11][NH:12][C:13]([c:14]2[c:15]([O:20][c:21]3[cH:22][c:23]([C:27](=[O:28])[CH3:32])[cH:24][cH:25][cH:26]3)[n:16][cH:17][cH:18][cH:19]2)=[O:33])[CH2:9][CH2:10]1.